This data is from the Open Reaction Database (ORD), a public repository of structured organic reaction records. The task is: describe an organic reaction: reactants, conditions, products, and yield Reactants: C(#N)C=1C=C(C=CC1)C1=CC2=C(NC3=CC=C(C=C23)C)N(C1=O)C (3-(3-cyanophenyl)-1,6-dimethyl-1,9-dihydro-2H-pyrido[2,3-b]indol-2-one), CC(=O)O (AcOH), [PH2](=O)[O-].[Na+] (sodium hypophosphite). The reagents and catalysts are [Ni] (Ni). Solvent: N1=CC=CC=C1 (pyridine). Run at temperature 60 celsius. The product is CN1C(C(=CC2=C1NC1=CC=C(C=C21)C)C=2C=C(C=O)C=CC2)=O (3-(1,6-Dimethyl-2-oxo-2,9-dihydro-1H-pyrido[2,3-b]-indol-3-yl)benzaldehyde). As a reaction SMILES: [C:1]([C:3]1[CH:4]=[C:5]([C:9]2[C:22](=[O:23])[N:21]([CH3:24])[C:12]3[NH:13][C:14]4[C:19]([C:11]=3[CH:10]=2)=[CH:18][C:17]([CH3:20])=[CH:16][CH:15]=4)[CH:6]=[CH:7][CH:8]=1)#N.CC(O)=[O:27].[PH2]([O-])=O.[Na+]>[Ni].N1C=CC=CC=1>[CH3:24][N:21]1[C:12]2[NH:13][C:14]3[C:19]([C:11]=2[CH:10]=[C:9]([C:5]2[CH:4]=[C:3]([CH:8]=[CH:7][CH:6]=2)[CH:1]=[O:27])[C:22]1=[O:23])=[CH:18][C:17]([CH3:20])=[CH:16][CH:15]=3 |f:2.3|. Reported procedure: 450 mg of 3-(3-cyanophenyl)-1,6-dimethyl-1,9-dihydro-2H-pyrido[2,3-b]indol-2-one, 10 ml of AcOH, 20 ml of pyridine, 2.6 g of sodium hypophosphite and 434 mg of Raney Ni are mixed and then the mixture is heated at 60° C. for 4 hours. The reaction medium is filtered and the filtrate is evaporated; the residue is taken up in 50 ml of AcOEt/CH2Cl2 (1/1; v/v) and the organic phase is washed with water, dried and evaporated to produce the expected compound, M.p.=280° C.